describe an organic reaction: reactants, conditions, products, and yield From a dataset of the Open Reaction Database (ORD), a public repository of structured organic reaction records. Reactants: COC(=O)c1ccc(CNCCc2ccccc2OCc2ccc(Br)cc2)cc1, N#Cc1ccc(CCBr)cc1, CC#N, [Na+], [Na+], O=C([O-])[O-]. The product is COC(=O)c1ccc(CN(CCc2ccc(C#N)cc2)CCc2ccccc2OCc2ccc(Br)cc2)cc1. As a reaction SMILES: [Br:1][c:2]1[cH:3][cH:4][c:5]([CH2:6][O:7][c:8]2[c:9]([CH2:14][CH2:15][NH:16][CH2:17][c:18]3[cH:19][cH:20][c:21]([C:22](=[O:23])[O:24][CH3:25])[cH:26][cH:27]3)[cH:10][cH:11][cH:12][cH:13]2)[cH:28][cH:29]1.[Br:30][CH2:31][CH2:32][c:33]1[cH:34][cH:35][c:36]([C:37]#[N:38])[cH:39][cH:40]1.[CH3:47][C:48]#[N:49].[Na+:41].[Na+:42].[O-:43][C:44](=[O:45])[O-:46]>>[Br:1][c:2]1[cH:3][cH:4][c:5]([CH2:6][O:7][c:8]2[c:9]([CH2:14][CH2:15][N:16]([CH2:17][c:18]3[cH:19][cH:20][c:21]([C:22](=[O:23])[O:24][CH3:25])[cH:26][cH:27]3)[CH2:31][CH2:32][c:33]3[cH:34][cH:35][c:36]([C:37]#[N:38])[cH:39][cH:40]3)[cH:10][cH:11][cH:12][cH:13]2)[cH:28][cH:29]1. The reactants are S(=O)(=O)(C1=CC=C(C)C=C1)OCC1OC=CCC1 (2-tosyloxymethyl-3,4-dihydro-2H-pyran), ClC1=CC=C(CS)C=C1 (4-chlorobenzyl mercaptan), [H-].[Na+] (sodium hydride). Solvent: CN(C=O)C (dimethylformamide), CN(C=O)C (dimethylformamide). Conditions: time 30 minute. Product: ClC1=CC=C(CSCC2OC=CCC2)C=C1 (2-(4-chlorobenzylthiomethyl)-3,4-dihydro-2H-pyran). Yield: 59.0%. RXN SMILES: [Cl:1][C:2]1[CH:9]=[CH:8][C:5]([CH2:6][SH:7])=[CH:4][CH:3]=1.[H-].[Na+].S(O[CH2:23][CH:24]1[CH2:29][CH2:28][CH:27]=[CH:26][O:25]1)(C1C=CC(C)=CC=1)(=O)=O>CN(C)C=O>[Cl:1][C:2]1[CH:9]=[CH:8][C:5]([CH2:6][S:7][CH2:23][CH:24]2[CH2:29][CH2:28][CH:27]=[CH:26][O:25]2)=[CH:4][CH:3]=1 |f:1.2|. Procedure: A solution of 260 mg of 4-chlorobenzyl mercaptan in 3 ml of dimethylformamide was mixed with 72 mg of 55% sodium hydride, and the mixture was stirred at room temperature for 30 minutes. 2 ml of a dimethylformamide solution containing 400 mg of 2-tosyloxymethyl-3,4-dihydro-2H-pyran were then added, and the mixture was stirred at 80°-90° C. for 4 hours. The mixture was then treated and the product purified essentially as described in Example 34(a) to give 224 mg of 2-(4-chlorobenzylthiomethyl)-3,4... The reactants are CC1=C(OCC2=C(C(=O)N3CCCC3)C=CC=C2)C=CC=C1 (N-[2-(2-methylphenoxymethyl)-benzoyl]-pyrrolidine), [Cl-].[NH4+] (ammonium chloride), C(CCC)[Li] (n-butyllithium), C(C)OC(N1N=NC=C1)OCC (N-diethoxymethyltriazole). Run in O1CCCC1 (tetrahydrofuran), CO (methanol), O1CCCC1 (tetrahydrofuran). Reaction conditions: time 15 minute. Yields the product CC1=C(OCC2=C(C(=O)N3N=NC=C3)C=CC=C2)C=CC=C1 (3-[2-(2-methylphenoxymethyl)-benzoyl]-triazole). Yield: 34.1%. Reaction SMILES: C([Li])CCC.C(O[CH:9]([O:15]CC)[N:10]1[CH:14]=[CH:13][N:12]=[N:11]1)C.[CH3:18][C:19]1[CH:39]=[CH:38][CH:37]=[CH:36][C:20]=1[O:21][CH2:22][C:23]1[CH:35]=[CH:34][CH:33]=[CH:32][C:24]=1C(N1CCCC1)=O.[Cl-].[NH4+]>O1CCCC1.CO>[CH3:18][C:19]1[CH:39]=[CH:38][CH:37]=[CH:36][C:20]=1[O:21][CH2:22][C:23]1[CH:35]=[CH:34][CH:33]=[CH:32][C:24]=1[C:9]([N:10]1[CH:14]=[CH:13][N:12]=[N:11]1)=[O:15] |f:3.4|. Reported procedure: At −20° C., 2.8 g (0.01 mol) of 23% pure n-butyllithium are added dropwise within 15 minutes to a solution of 1.7 g (0.01 mol) of N-diethoxymethyltriazole in 10 ml of tetrahydrofuran. Stirring is continued for 15 minutes at −20° C., and 1.48 g (0.005 mol) of N-[2-(2-methylphenoxymethyl)-benzoyl]-pyrrolidine dissolved in 10 ml of tetrahydrofuran are then added, and the mixture is stirred for a further 30 minutes at −20° C. 2 g of ammonium chloride and 10 ml of methanol are added and the mixture i... The reactants are C1CCOC1, CS(=O)(=O)c1ccc(-n2cc(C(F)(F)F)nc2-c2cccnc2)cc1, C[Si](C)(C)CCS(=O)(=O)c1ccc(-n2cc(C(F)(F)F)nc2-c2cccnc2)cc1, CC(=O)[O-], CCOC(C)=O, NOS(=O)(=O)O, [Na+], O. Product: C[Si](C)(C)CCS(=O)(=O)c1ccc(-n2cc(C(F)(F)F)nc2-c2cccnc2)cc1, NS(=O)(=O)c1ccc(-n2cc(C(F)(F)F)nc2-c2cccnc2)cc1. As a reaction SMILES: [CH2:67]1[O:68][CH2:69][CH2:70][CH2:71]1.[CH3:1][S:2](=[O:3])(=[O:4])[c:5]1[cH:6][cH:7][c:8](-[n:11]2[c:12](-[c:20]3[cH:21][n:22][cH:23][cH:24][cH:25]3)[n:13][c:14]([C:16]([F:17])([F:18])[F:19])[cH:15]2)[cH:9][cH:10]1.[CH3:26][Si:27]([CH2:28][CH2:29][S:30](=[O:31])(=[O:32])[c:33]1[cH:34][cH:35][c:36](-[n:39]2[c:40](-[c:48]3[cH:49][n:50][cH:51][cH:52][cH:53]3)[n:41][c:42]([C:44]([F:45])([F:46])[F:47])[cH:43]2)[cH:37][cH:38]1)([CH3:54])[CH3:55].[CH3:57][C:58](=[O:59])[O-:60].[CH3:73][CH2:74][O:75][C:76](=[O:77])[CH3:78].[NH2:61][O:62][S:63]([OH:64])(=[O:65])=[O:66].[Na+:56].[OH2:72]>>[CH3:26][Si:27]([CH2:28][CH2:29][S:30](=[O:31])(=[O:32])[c:33]1[cH:34][cH:35][c:36](-[n:39]2[c:40](-[c:48]3[cH:49][n:50][cH:51][cH:52][cH:53]3)[n:41][c:42]([C:44]([F:45])([F:46])[F:47])[cH:43]2)[cH:37][cH:38]1)([CH3:54])[CH3:55].[S:2](=[O:3])(=[O:4])([c:5]1[cH:6][cH:7][c:8](-[n:11]2[c:12](-[c:20]3[cH:21][n:22][cH:23][cH:24][cH:25]3)[n:13][c:14]([C:16]([F:17])([F:18])[F:19])[cH:15]2)[cH:9][cH:10]1)[NH2:61]. Starting materials: [H][H] (hydrogen), [H][H] (hydrogen), NC1=NC=2C=CC(=CC2C2=C1N=C(N2CC(C)(C)NC(=O)C2CCCCC2)COCC)OCC2=CC=CC=C2 (N-{2-[4-Amino-8-(benzyloxy)-2-(ethoxymethyl)-1H-imidazo[4,5-c]quinolin-1-yl]-1,1-dimethylethyl}cyclohexanecarboxamide). Reagents/catalysts: [Pd] (palladium on carbon), [Pd] (palladium on carbon). Run in C(C)O (ethanol). The product is NC1=NC=2C=CC(=CC2C2=C1N=C(N2CC(C)(C)NC(=O)C2CCCCC2)COCC)O (N-{2-[4-amino-8-hydroxy-2-(ethoxymethyl)-1H-imidazo[4,5-c]quinolin-1-yl]-1,1-dimethylethyl}cyclohexanecarboxamide). Yield: 54.0%. As a reaction SMILES: [NH2:1][C:2]1[C:11]2[N:12]=[C:13]([CH2:28][O:29][CH2:30][CH3:31])[N:14]([CH2:15][C:16]([NH:19][C:20]([CH:22]3[CH2:27][CH2:26][CH2:25][CH2:24][CH2:23]3)=[O:21])([CH3:18])[CH3:17])[C:10]=2[C:9]2[CH:8]=[C:7]([O:32]CC3C=CC=CC=3)[CH:6]=[CH:5][C:4]=2[N:3]=1.[H][H]>C(O)C.[Pd]>[NH2:1][C:2]1[C:11]2[N:12]=[C:13]([CH2:28][O:29][CH2:30][CH3:31])[N:14]([CH2:15][C:16]([NH:19][C:20]([CH:22]3[CH2:27][CH2:26][CH2:25][CH2:24][CH2:23]3)=[O:21])([CH3:17])[CH3:18])[C:10]=2[C:9]2[CH:8]=[C:7]([OH:32])[CH:6]=[CH:5][C:4]=2[N:3]=1. Procedure: N-{2-[4-Amino-8-(benzyloxy)-2-(ethoxymethyl)-1H-imidazo[4,5-c]quinolin-1-yl]-1,1-dimethylethyl}cyclohexanecarboxamide (1.25 g, 2.36 mmol) was dissolved in 40 mL of ethanol and 10% palladium on carbon (0.58 g) was added. The mixture was shaken overnight under 50 psi (3.4×105 Pa) of hydrogen. An additional 0.21 g of 10% palladium on carbon was added and the reaction was shaken under 50 psi (3.4×105 Pa) of hydrogen for three more hours. The reaction was filtered through CELITE filter agent, and the...